describe an organic reaction: reactants, conditions, products, and yield From a dataset of the Open Reaction Database (ORD), a public repository of structured organic reaction records. Starting materials: C(C)(C)OC(NC1=CC=C(C=C1)C=1NC2=CC(=CC=C2C1Cl)OC)=O ([4-(3-Chloro-6-Methoxy-1H-indol-2-yl)-phenyl]-carbamic acid isopropyl ester), C(=O)([O-])[O-].[Cs+].[Cs+] (Cs2CO3), BrCC1CC1 (bromomethylcyclopropane), CN(C)C=O (DMF). The solvent is O (H2O). Reaction conditions: temperature 60 celsius, time 4 hour. Yields the product C(C)(C)OC(NC1=CC=C(C=C1)C=1N(C2=CC(=CC=C2C1Cl)OC)CC1CC1)=O ([4-(3-chloro-1-cyclopropylmethyl-6-methoxy-1H-indol-2-yl)-phenyl]-carbamic acid isopropyl ester). Yield: 32.9%. As a reaction SMILES: [CH:1]([O:4][C:5](=[O:25])[NH:6][C:7]1[CH:12]=[CH:11][C:10]([C:13]2[NH:14][C:15]3[C:20]([C:21]=2[Cl:22])=[CH:19][CH:18]=[C:17]([O:23][CH3:24])[CH:16]=3)=[CH:9][CH:8]=1)([CH3:3])[CH3:2].C([O-])([O-])=O.[Cs+].[Cs+].Br[CH2:33][CH:34]1[CH2:36][CH2:35]1.CN(C=O)C>O>[CH:1]([O:4][C:5](=[O:25])[NH:6][C:7]1[CH:8]=[CH:9][C:10]([C:13]2[N:14]([CH2:33][CH:34]3[CH2:36][CH2:35]3)[C:15]3[C:20]([C:21]=2[Cl:22])=[CH:19][CH:18]=[C:17]([O:23][CH3:24])[CH:16]=3)=[CH:11][CH:12]=1)([CH3:3])[CH3:2] |f:1.2.3|. Procedure: A mixture of [4-(3-Chloro-6-Methoxy-1H-indol-2-yl)-phenyl]-carbamic acid isopropyl ester (50 mg, 0.14 mmol), Cs2CO3 (95 mg, 0.29 mmol), bromomethylcyclopropane (18 μL, 0.18 mmol), and DMF (200 μL) was stirred at 60° C. for 4 h. The reaction mixture was then stirred at room temperature for 1 h, diluted with H2O and extracted with EtOAc. The organic layer was washed with H2O and brine and then dried, concentrated and purified by silica gel chromatography (7:3 CH2Cl2/hexane) to provide [4-(3-chloro... Starting materials: [OH-].[Na+] (NaOH), COC=1C(=C2CC3=C(NC=4C=CC(=CC34)C(C)C)C2=CC1C)C (5,10-Dihydro-2-methoxy-1,3-dimethyl-8-isopropylindeno[1,2-b]indole), O (water), C(C)[SiH](CC)CC (Triethylsilane). Solvent: FC(C(=O)O)(F)F (trifluoroacetic acid). Conditions: time 4 hour. Product: COC=1C(=C2C[C@H]3[C@H](NC=4C=CC(=CC34)C(C)C)C2=CC1C)C (cis 4b,5,9b,10-Tetrahydro-2-methoxy-1,3-dimethyl-8-isopropylindeno[1,2-b]indole). As a reaction SMILES: [CH3:1][O:2][C:3]1[C:4]([CH3:23])=[C:5]2[C:19](=[CH:20][C:21]=1[CH3:22])[C:8]1[NH:9][C:10]3[CH:11]=[CH:12][C:13]([CH:16]([CH3:18])[CH3:17])=[CH:14][C:15]=3[C:7]=1[CH2:6]2.C([SiH](CC)CC)C.O.[OH-].[Na+]>FC(F)(F)C(O)=O>[CH3:1][O:2][C:3]1[C:4]([CH3:23])=[C:5]2[C:19](=[CH:20][C:21]=1[CH3:22])[C@H:8]1[NH:9][C:10]3[CH:11]=[CH:12][C:13]([CH:16]([CH3:18])[CH3:17])=[CH:14][C:15]=3[C@H:7]1[CH2:6]2 |f:3.4|. Reported procedure: 5,10-Dihydro-2-methoxy-1,3-dimethyl-8-isopropylindeno[1,2-b]indole (1.68 g, 5.5 mmol) was dissolved in trifluoroacetic acid (10 cm3) and stirred vigorously. Triethylsilane (1 cm3, 1.1 eq) was added, and stirring continued for 4 hours. The reaction was poured into water, stirred for 15 minutes, and neutralised with 2M NaOH. All organic material was extracted into ethyl acetate, washed with water and dried (Na2SO4 ). After removal of solvent, the solid material was recrystallised from 60°-80° petr... Reactants: CCOC(=O)N1CCC(c2cc3cc(Cl)ccc3o2)CC1, [K+], [OH-], OCCO. The product is Clc1ccc2oc(C3CCNCC3)cc2c1. RXN SMILES: [CH2:1]([O:2][C:3](=[O:4])[N:6]1[CH2:7][CH2:8][CH:9]([c:12]2[o:13][c:14]3[c:15]([cH:16]2)[cH:17][c:18]([Cl:21])[cH:19][cH:20]3)[CH2:10][CH2:11]1)[CH3:5].[K+:23].[OH-:22].[OH:24][CH2:25][CH2:26][OH:27]>>[NH:6]1[CH2:7][CH2:8][CH:9]([c:12]2[o:13][c:14]3[c:15]([cH:16]2)[cH:17][c:18]([Cl:21])[cH:19][cH:20]3)[CH2:10][CH2:11]1. Starting materials: C(CCC)=C1C(N(C(O1)=O)CCCCSC1=CC=CC=2N1C=CN2)=O (5-butylidene-3-[4-(imidazo[1,2-a]pyridin-5-ylthio)butyl]oxazolidine-2,4-dione), Cl (hydrochloric acid). Solvent: CO (methanol). The product is Cl.C(CCC)=C1C(N(C(O1)=O)CCCCSC1=CC=CC=2N1C=CN2)=O (5-butylidene-3-[4-(imidazo[1,2-a]pyridin-5-ylthio)butyl]oxazolidine-2,4-dione hydrochloride). Reaction SMILES: [CH:1](=[C:5]1[O:9][C:8](=[O:10])[N:7]([CH2:11][CH2:12][CH2:13][CH2:14][S:15][C:16]2[N:21]3[CH:22]=[CH:23][N:24]=[C:20]3[CH:19]=[CH:18][CH:17]=2)[C:6]1=[O:25])[CH2:2][CH2:3][CH3:4].[ClH:26]>CO>[ClH:26].[CH:1](=[C:5]1[O:9][C:8](=[O:10])[N:7]([CH2:11][CH2:12][CH2:13][CH2:14][S:15][C:16]2[N:21]3[CH:22]=[CH:23][N:24]=[C:20]3[CH:19]=[CH:18][CH:17]=2)[C:6]1=[O:25])[CH2:2][CH2:3][CH3:4] |f:3.4|. Procedure details: To a solution of 1.29 g (2.92 mmol) of 5-butylidene-3-[4-(imidazo[1,2-a]pyridin-5-ylthio)butyl]oxazolidine-2,4-dione in 50 ml of methanol, 0.4 ml of concentrated hydrochloric acid was added. After the solvent was distilled off, the residue was washed with diethyl ether to yield 1.29 g (100%, yellow oily substance) of the desired product. Reactants: C(C)(C)N1CCN(CC1)CC1=CC=C(C=C1)B(O)O (4-((4-Isopropyl-piperazin-1-yl)methyl)-phenyl boronic acid), C(C)(C)N1CCN(CC1)CC1=CC=C(C=C1)B(O)O (4-((4-Isopropyl-piperazin-1-yl)methyl)-phenyl boronic acid), C(=O)([O-])[O-].[Na+].[Na+] (Na2CO3), BrC=1C=C(C=NC1)C1=CC(=NC(=C1)C1=NN(C=C1)C)NC ([5-Bromo-6′-(1-methyl-1H-pyrazol-3-yl)-[3,4′]bipyridinyl-2′-yl]-methyl-amine). Reagents/catalysts: C1=CC=C(C=C1)P([C-]2C=CC=C2)C3=CC=CC=C3.C1=CC=C(C=C1)P([C-]2C=CC=C2)C3=CC=CC=C3.Cl[Pd]Cl.[Fe+2] ([1,1′-Bis(diphenylphosphino)-ferrocene]dichloropalladium (II)). Run in C(Cl)Cl (DCM), COCCOC (DME), C(Cl)Cl (DCM). Product: C(C)(C)N1CCN(CC1)CC1=CC=C(C=C1)C=1C=C(C=NC1)C1=CC(=NC(=C1)C1=NN(C=C1)C)NC ([5-[4-(4-Isopropyl-piperazin-1-ylmethyl)-phenyl]-6′-(1-methyl-1H-pyrazol-3-yl)-[3,4′]bipyridinyl-2′-yl]-methyl-amine). As a reaction SMILES: [CH:1]([N:4]1[CH2:9][CH2:8][N:7]([CH2:10][C:11]2[CH:16]=[CH:15][C:14](B(O)O)=[CH:13][CH:12]=2)[CH2:6][CH2:5]1)([CH3:3])[CH3:2].C([O-])([O-])=O.[Na+].[Na+].Br[C:27]1[CH:28]=[C:29]([C:33]2[CH:38]=[C:37]([C:39]3[CH:43]=[CH:42][N:41]([CH3:44])[N:40]=3)[N:36]=[C:35]([NH:45][CH3:46])[CH:34]=2)[CH:30]=[N:31][CH:32]=1>COCCOC.C(Cl)Cl.C1C=CC(P(C2C=CC=CC=2)[C-]2C=CC=C2)=CC=1.C1C=CC(P(C2C=CC=CC=2)[C-]2C=CC=C2)=CC=1.Cl[Pd]Cl.[Fe+2]>[CH:1]([N:4]1[CH2:9][CH2:8][N:7]([CH2:10][C:11]2[CH:16]=[CH:15][C:14]([C:27]3[CH:28]=[C:29]([C:33]4[CH:38]=[C:37]([C:39]5[CH:43]=[CH:42][N:41]([CH3:44])[N:40]=5)[N:36]=[C:35]([NH:45][CH3:46])[CH:34]=4)[CH:30]=[N:31][CH:32]=3)=[CH:13][CH:12]=2)[CH2:6][CH2:5]1)([CH3:3])[CH3:2] |f:1.2.3,7.8.9.10|. Procedure details: To a solution of 4-(4-Isopropyl-piperazin-1-ylmethyl)-phenyl boronic acid (Intermediate B3) (1.5 eq, 0.218 mmol, 0.057 g) and 2M Na2CO3 (3.0 eq, 0.436 mmol, 0.218 ml) in DME (1 ml) is added [5-Bromo-6′-(1-methyl-1H-pyrazol-3-yl)-[3,4′]bipyridinyl-2′-yl]-methyl-amine (Example 2.178, step1) (1 eq, 0.145 mmol, 0.050 g) followed by [1,1′-Bis(diphenylphosphino)-ferrocene]dichloropalladium (II), complex with DCM (0.1 eq, 0.015 mmol, 0.012 g). The reaction mixture is heated using microwave radiation at...